This data is from the Open Reaction Database (ORD), a public repository of structured organic reaction records. The task is: describe an organic reaction: reactants, conditions, products, and yield Reactants: N#Cc1ccccc1CBr, CCc1c(Oc2cc(C)cc(C)c2)[nH]c(=O)[nH]c1=O. Product: CCc1c(Oc2cc(C)cc(C)c2)n(Cc2ccccc2C#N)c(=O)[nH]c1=O. As a reaction SMILES: [C:20](#[N:21])[c:22]1[c:23]([CH2:24][Br:25])[cH:26][cH:27][cH:28][cH:29]1.[CH2:1]([CH3:2])[c:3]1[c:4](=[O:19])[nH:5][c:6](=[O:18])[nH:7][c:8]1[O:9][c:10]1[cH:11][c:12]([CH3:17])[cH:13][c:14]([CH3:16])[cH:15]1>>[CH2:1]([CH3:2])[c:3]1[c:4](=[O:19])[nH:5][c:6](=[O:18])[n:7]([CH2:24][c:23]2[c:22]([C:20]#[N:21])[cH:29][cH:28][cH:27][cH:26]2)[c:8]1[O:9][c:10]1[cH:11][c:12]([CH3:17])[cH:13][c:14]([CH3:16])[cH:15]1.